Dataset: the Open Reaction Database (ORD), a public repository of structured organic reaction records. Task: describe an organic reaction: reactants, conditions, products, and yield Starting materials: ClCCl, CC1(c2ccc3cc(OC4CCC(C(F)(F)F)CC4)ccc3c2)COC(=O)N1, [Cl-], [Cl-], [Cl-], [Cl-], O=C1CCC(=O)N1I, [Zr+4]. Product: CC1(c2ccc3c(I)c(OC4CCC(C(F)(F)F)CC4)ccc3c2)COC(=O)N1. RXN SMILES: [CH2:37]([Cl:38])[Cl:39].[CH3:9][C:10]1([c:16]2[cH:17][c:18]3[cH:19][cH:20][c:21]([O:26][CH:27]4[CH2:28][CH2:29][CH:30]([C:33]([F:34])([F:35])[F:36])[CH2:31][CH2:32]4)[cH:22][c:23]3[cH:24][cH:25]2)[NH:11][C:12](=[O:15])[O:13][CH2:14]1.[Cl-:40].[Cl-:41].[Cl-:42].[Cl-:43].[I:1][N:2]1[C:3](=[O:4])[CH2:5][CH2:6][C:7]1=[O:8].[Zr+4:44]>>[I:1][c:22]1[c:21]([O:26][CH:27]2[CH2:28][CH2:29][CH:30]([C:33]([F:34])([F:35])[F:36])[CH2:31][CH2:32]2)[cH:20][cH:19][c:18]2[cH:17][c:16]([C:10]3([CH3:9])[NH:11][C:12](=[O:15])[O:13][CH2:14]3)[cH:25][cH:24][c:23]21. Starting materials: ClC1=C(C=CC=C1)S(=O)(=O)NCC=1SC(=CC1)C1=CC(=CC=C1)S(=O)(=O)C (2-chloro-N-[5-(3-methanesulfonyl-phenyl)-thiophen-2-ylmethyl]-benzenesulfonamide), [H-].[Na+] (sodium hydride), BrCC(C)C (1-bromo-2-methylpropane). Solvent: CN(C(C)=O)C (N,N-dimethylacetamide). Product: ClC1=C(C=CC=C1)S(=O)(=O)N(CC=1SC(=CC1)C1=CC(=CC=C1)S(=O)(=O)C)CC(C)C (2-chloro-N-isobutyl-N-[5-(3-methanesulfonyl-phenyl)-thiophen-2-ylmethyl]-benzenesulfonamide). As a reaction SMILES: [Cl:1][C:2]1[CH:7]=[CH:6][CH:5]=[CH:4][C:3]=1[S:8]([NH:11][CH2:12][C:13]1[S:14][C:15]([C:18]2[CH:23]=[CH:22][CH:21]=[C:20]([S:24]([CH3:27])(=[O:26])=[O:25])[CH:19]=2)=[CH:16][CH:17]=1)(=[O:10])=[O:9].[H-].[Na+].Br[CH2:31][CH:32]([CH3:34])[CH3:33]>CN(C)C(=O)C>[Cl:1][C:2]1[CH:7]=[CH:6][CH:5]=[CH:4][C:3]=1[S:8]([N:11]([CH2:31][CH:32]([CH3:34])[CH3:33])[CH2:12][C:13]1[S:14][C:15]([C:18]2[CH:23]=[CH:22][CH:21]=[C:20]([S:24]([CH3:27])(=[O:26])=[O:25])[CH:19]=2)=[CH:16][CH:17]=1)(=[O:9])=[O:10] |f:1.2|. Reported procedure: In analogy to example 1, step 2, 2-chloro-N-[5-(3-methanesulfonyl-phenyl)-thiophen-2-ylmethyl]-benzenesulfonamide (example 4, step 2) was reacted with sodium hydride in N,N-dimethylacetamide at 0° C. followed by reaction with 1-bromo-2-methylpropane at r.t. overnight to give 2-chloro-N-isobutyl-N-[5-(3-methanesulfonyl-phenyl)-thiophen-2-ylmethyl]-benzenesulfonamide as an off-white solid. MS: 515.3 ([M+NH4]+) Reactants: solution, Cl (hydrogen chloride), COC=1C=C(C=CC1)CCC1=C(OCC[C@H]2N(CCC2)C)C=CC=C1 ((S)-2-(2-{2-[2-(3-methoxyphenyl)ethyl]phenoxy}ethyl)-1-methylpyrrolidine). Run in O1CCOCC1 (dioxane), O1CCOCC1 (dioxane). The product is Cl.COC=1C=C(C=CC1)CCC1=C(OCC[C@H]2N(CCC2)C)C=CC=C1 ((S)-2-(2-{2-[2-(3-Methoxyphenyl)ethyl]phenoxy}ethyl)-1-methylpyrrolidine hydrochloride). Yield: 81.0%. Reaction SMILES: [CH3:1][O:2][C:3]1[CH:4]=[C:5]([CH2:9][CH2:10][C:11]2[CH:25]=[CH:24][CH:23]=[CH:22][C:12]=2[O:13][CH2:14][CH2:15][C@@H:16]2[CH2:20][CH2:19][CH2:18][N:17]2[CH3:21])[CH:6]=[CH:7][CH:8]=1.[ClH:26]>O1CCOCC1>[ClH:26].[CH3:1][O:2][C:3]1[CH:4]=[C:5]([CH2:9][CH2:10][C:11]2[CH:25]=[CH:24][CH:23]=[CH:22][C:12]=2[O:13][CH2:14][CH2:15][C@@H:16]2[CH2:20][CH2:19][CH2:18][N:17]2[CH3:21])[CH:6]=[CH:7][CH:8]=1 |f:3.4|. Procedure: 0.829 g of (S)-2-(2-{2-[2-(3-methoxyphenyl)ethyl]phenoxy}ethyl)-1-methylpyrrolidine was dissolved in 10 ml of dioxane, and 1.83 ml of a 4N solution of hydrogen chloride in dioxane was added to the solution, which was then concentrated by distillation under reduced pressure. The resulting oil was dissolved in 15 ml of ethyl acetate, and the solution was allowed to stand at room temperature. The crystals which precipitated were collected by filtration and dried in vacuo, to give 0.741 g (yield 81%...